This data is from the Open Reaction Database (ORD), a public repository of structured organic reaction records. The task is: describe an organic reaction: reactants, conditions, products, and yield Starting materials: O=C([O-])O, C1CCOC1, CI, CCOC(C)=O, COc1cc(C=C2CCCN(C(c3ccc(F)cc3)C(C)O)C2=O)ccc1-n1cnc(C)c1, [H-], [Na+], [Na+], O. Yields the product COc1cc(C=C2CCCN(C(c3ccc(F)cc3)C(C)OC)C2=O)ccc1-n1cnc(C)c1. Reaction SMILES: [C:39](=[O:40])([OH:41])[O-:42].[CH2:50]1[O:51][CH2:52][CH2:53][CH2:54]1.[CH3:36][I:37].[CH3:44][CH2:45][O:46][C:47](=[O:48])[CH3:49].[F:1][c:2]1[cH:3][cH:4][c:5]([CH:8]([CH:9]([CH3:10])[OH:11])[N:12]2[C:13](=[O:33])[C:14](=[CH:18][c:19]3[cH:20][c:21]([O:31][CH3:32])[c:22](-[n:25]4[cH:26][n:27][c:28]([CH3:30])[cH:29]4)[cH:23][cH:24]3)[CH2:15][CH2:16][CH2:17]2)[cH:6][cH:7]1.[H-:34].[Na+:35].[Na+:43].[OH2:38]>>[F:1][c:2]1[cH:3][cH:4][c:5]([CH:8]([CH:9]([CH3:10])[O:11][CH3:39])[N:12]2[C:13](=[O:33])[C:14](=[CH:18][c:19]3[cH:20][c:21]([O:31][CH3:32])[c:22](-[n:25]4[cH:26][n:27][c:28]([CH3:30])[cH:29]4)[cH:23][cH:24]3)[CH2:15][CH2:16][CH2:17]2)[cH:6][cH:7]1. The reactants are C(C)(C)I (isopropyl iodide), COC1=CCC=C(C1)OC (1,5-dimethoxy-cyclohexa-1,4diene), [Li]CCCC (nBuLi). Run in C1CCOC1 (THF), CCCCCC (hexane). Run at temperature -20 celsius, time 0.5 hour. Product: C(C)(C)C1C(=CCC=C1OC)OC (6-Isopropyl-1,5-dimethoxy-cyclohexa-1,4-diene). Yield: 93.4%. Reaction SMILES: [CH3:1][O:2][C:3]1[CH2:8][C:7]([O:9][CH3:10])=[CH:6][CH2:5][CH:4]=1.[Li][CH2:12][CH2:13][CH2:14]C.C(I)(C)C>C1COCC1.CCCCCC>[CH:13]([CH:8]1[C:3]([O:2][CH3:1])=[CH:4][CH2:5][CH:6]=[C:7]1[O:9][CH3:10])([CH3:14])[CH3:12]. Procedure details: To a solution of 1,5-dimethoxy-cyclohexa-1,4diene (7 g, 50 mmol) in dry THF (140 mL) was added dropwise nBuLi solution (2.5 M, 30 mL) in hexane at −20° C. The orange colored reaction mixture was stirred for 0.5 hours at −20° C., then isopropyl iodide (17 g, 100 mmol) was added dropwise. The reaction mixture was stirred for 1 hour, while the temperature was raised to 0° C. Excess nBuLi was destroyed cautiously with methanol. Cold water (140 mL) was added to the reaction mixtures, then the product... The product is CCCc1nc2c(C)cc(-c3coc(C)n3)cc2n1Cc1ccc(-c2ccccc2C(=O)O)cc1. The reactants are CCCc1nc2c(C)cc(-c3coc(C)n3)cc2n1Cc1ccc(-c2ccccc2C(=O)OC(C)(C)C)cc1, ClCCl, O=C(O)C(F)(F)F. Reaction SMILES: [CH2:1]([CH2:2][CH3:3])[c:4]1[n:5][c:6]2[c:7]([n:8]1[CH2:9][c:10]1[cH:11][cH:12][c:13](-[c:16]3[c:17]([C:22](=[O:23])[O:24][C:25]([CH3:26])([CH3:27])[CH3:28])[cH:18][cH:19][cH:20][cH:21]3)[cH:14][cH:15]1)[cH:29][c:30](-[c:34]1[n:35][c:36]([CH3:39])[o:37][cH:38]1)[cH:31][c:32]2[CH3:33].[CH2:47]([Cl:48])[Cl:49].[OH:40][C:41]([C:42]([F:43])([F:44])[F:45])=[O:46]>>[CH2:1]([CH2:2][CH3:3])[c:4]1[n:5][c:6]2[c:7]([n:8]1[CH2:9][c:10]1[cH:11][cH:12][c:13](-[c:16]3[c:17]([C:22](=[O:23])[OH:24])[cH:18][cH:19][cH:20][cH:21]3)[cH:14][cH:15]1)[cH:29][c:30](-[c:34]1[n:35][c:36]([CH3:39])[o:37][cH:38]1)[cH:31][c:32]2[CH3:33]. The reactants are COC=1C=C(C(=O)OC(C)(C)C)C=CC1C (t-butyl 3-methoxy-4-methylbenzoate), BrN1C(CCC1=O)=O (N-bromosuccinimide). Reagents/catalysts: C(C1=CC=CC=C1)(=O)OOC(C1=CC=CC=C1)=O (benzoyl peroxide). The solvent is C(Cl)(Cl)(Cl)Cl (carbon tetrachloride). The product is BrCC1=C(C=C(C(=O)OC(C)(C)C)C=C1)OC (t-butyl 4-bromomethyl-3-methoxybenzoate). Isolated yield 95.3%. As a reaction SMILES: [CH3:1][O:2][C:3]1[CH:4]=[C:5]([CH:13]=[CH:14][C:15]=1[CH3:16])[C:6]([O:8][C:9]([CH3:12])([CH3:11])[CH3:10])=[O:7].[Br:17]N1C(=O)CCC1=O>C(Cl)(Cl)(Cl)Cl.C(OOC(=O)C1C=CC=CC=1)(=O)C1C=CC=CC=1>[Br:17][CH2:16][C:15]1[CH:14]=[CH:13][C:5]([C:6]([O:8][C:9]([CH3:12])([CH3:11])[CH3:10])=[O:7])=[CH:4][C:3]=1[O:2][CH3:1]. Procedure details: A suspension of t-butyl 3-methoxy-4-methylbenzoate (8.92 g), N-bromosuccinimide (8.57 g), and benzoyl peroxide (0.1 g) in carbon tetrachloride (150 ml) was heated to reflux and irradiated with a sun lamp for 1 hour. After cooling to room temperature, the suspension was filtered; and the filtrate was evaporated. The residue was purified by flash chromatography, eluting with 5:95 ethyl acetate: hexane, to give t-butyl 4-bromomethyl-3-methoxybenzoate (11.52 g, 95%) as a pale yellow oil; NMR (80 MHz... Reactants: CC(=CCOC1=CC=C(C=C1)COCC#C)C (p-[(3-methyl-2-butenyl)oxy]-α-propargyloxy-toluene), ClC1=CC(=CC=C1)C(=O)OO (m-chloroperbenzoic acid). Solvent: C(Cl)Cl (methylene chloride), C(Cl)Cl (methylene chloride). Conditions: temperature 0 celsius, time 2 hour. Yields the product O1C(COC2=CC=C(C=C2)COCC#C)C1(C)C (p-[(2,3-epoxy-3-methylbutyl)oxy]-α-propargyloxy-toluene). As a reaction SMILES: [CH3:1][C:2]([CH3:17])=[CH:3][CH2:4][O:5][C:6]1[CH:11]=[CH:10][C:9]([CH2:12][O:13][CH2:14][C:15]#[CH:16])=[CH:8][CH:7]=1.ClC1C=CC=C(C(OO)=[O:26])C=1>C(Cl)Cl>[O:26]1[C:2]([CH3:17])([CH3:1])[CH:3]1[CH2:4][O:5][C:6]1[CH:7]=[CH:8][C:9]([CH2:12][O:13][CH2:14][C:15]#[CH:16])=[CH:10][CH:11]=1. Reported procedure: 1.15 g of p-[(3-methyl-2-butenyl)oxy]-α-propargyloxy-toluene is dissolved in 40 ml of methylene chloride and cooled to 0°C. (ice-bath cooling). 1.5 g of 80% by weight m-chloroperbenzoic acid is added portionwise to this mixture and the solution is thereafter stirred at 0°C. for 2 hours. The mixture is worked up as follows: diluted with 350 ml of methylene chloride; washed with ice-cold 1-N caustic soda; washed with saturated aqueous sodium chloride solution; dried over sodium sulfate; and evapor...